Dataset: the Open Reaction Database (ORD), a public repository of structured organic reaction records. Task: describe an organic reaction: reactants, conditions, products, and yield The reactants are C(C1=CC=CC=C1)OC=1C=C2CCCC(C2=CC1)=O (6-benzyloxy-3,4-dihydro-2H-naphthalen-1-one), BrBr (bromine), ( 22 ), ice water. Solvent: C(C)OCC (diethyl ether). Run at time 8 hour. The product is C(C1=CC=CC=C1)OC1=CC=C2C=C(CCC2=C1)Br (7-Benzyloxy-3-bromo-1,2-dihydronaphthalene), C(C1=CC=CC=C1)OC=1C=C2CCC(C(C2=CC1)O)Br (6-benzyloxy-2-bromo-1,2,3,4-tetrahydronaphthalen-1-ol). Reaction SMILES: [CH2:1]([O:8][C:9]1[CH:10]=[C:11]2[C:16](=[CH:17][CH:18]=1)[C:15](=[O:19])[CH2:14][CH2:13][CH2:12]2)[C:2]1[CH:7]=[CH:6][CH:5]=[CH:4][CH:3]=1.[Br:20]Br>C(OCC)C>[CH2:1]([O:8][C:9]1[CH:10]=[C:11]2[C:16]([CH:15]=[C:14]([Br:20])[CH2:13][CH2:12]2)=[CH:17][CH:18]=1)[C:2]1[CH:7]=[CH:6][CH:5]=[CH:4][CH:3]=1.[CH2:1]([O:8][C:9]1[CH:10]=[C:11]2[C:16](=[CH:17][CH:18]=1)[CH:15]([OH:19])[CH:14]([Br:20])[CH2:13][CH2:12]2)[C:2]1[CH:3]=[CH:4][CH:5]=[CH:6][CH:7]=1. Reported procedure: The title compound was synthesized by referring to J. Org. Chem., 1984, 49 (22), 4226. To a suspension of 6-benzyloxy-3,4-dihydro-2H-naphthalen-1-one (200 g) in diethyl ether (2 1) was added dropwise bromine (60 ml) on an ice bath, and the solution was stirred overnight at room temperature. The reaction mixture was poured into ice water, extracted with diethyl ether, then sequentially washed with a saturated aqueous solution of sodium bicarbonate, water and brine, dried over anhydrous magnesium ...